Dataset: the Open Reaction Database (ORD), a public repository of structured organic reaction records. Task: describe an organic reaction: reactants, conditions, products, and yield The reactants are C(C1=CC=CC=C1)(=O)NC1=CC=C(C=C1)C1=CC=C2CN(C(C2=C1)=O)[C@H](C(=O)OC)C(C)C ((S)-Methyl 2-(6-(4-benzamidophenyl)-1-oxoisoindolin-2-yl)-3-methylbutanoate), NC1=CC=C(C=C1)C1=CC=C2CN(C(C2=C1)=O)[C@H](C(=O)OC)C(C)C ((S)-Methyl 2-(6-(4-aminophenyl)-1-oxoisoindolin-2-yl)-3-methylbutanoate), CC1=C(C(=O)Cl)C(=CC(=C1)C)C (2,4,6-trimethyl benzoyl chloride). Yields the product CC([C@@H](C(=O)OC)N1C(C2=CC(=CC=C2C1)C1=CC=C(C=C1)NC(C1=C(C=C(C=C1C)C)C)=O)=O)C ((S)-Methyl 3-methyl-2-(1-oxo-6-(4-(2,4,6-trimethylbenzamido)phenyl)isoindolin-2-yl)butanoate). Yield: 77.0%. Reaction SMILES: C(NC1C=CC(C2C=C3C(CN([C@@H](C(C)C)C(OC)=O)C3=O)=CC=2)=CC=1)(=O)C1C=CC=CC=1.[NH2:34][C:35]1[CH:40]=[CH:39][C:38]([C:41]2[CH:49]=[C:48]3[C:44]([CH2:45][N:46]([C@@H:51]([CH:56]([CH3:58])[CH3:57])[C:52]([O:54][CH3:55])=[O:53])[C:47]3=[O:50])=[CH:43][CH:42]=2)=[CH:37][CH:36]=1.[CH3:59][C:60]1[CH:68]=[C:67]([CH3:69])[CH:66]=[C:65]([CH3:70])[C:61]=1[C:62](Cl)=[O:63]>>[CH3:57][CH:56]([CH3:58])[C@H:51]([N:46]1[CH2:45][C:44]2[C:48](=[CH:49][C:41]([C:38]3[CH:37]=[CH:36][C:35]([NH:34][C:62](=[O:63])[C:61]4[C:65]([CH3:70])=[CH:66][C:67]([CH3:69])=[CH:68][C:60]=4[CH3:59])=[CH:40][CH:39]=3)=[CH:42][CH:43]=2)[C:47]1=[O:50])[C:52]([O:54][CH3:55])=[O:53]. Procedure: The compound of example 153 was prepared analogous to compound of example 97 by reaction of compound of example 6 with 2,4,6-trimethyl benzoyl chloride.